Task: describe an organic reaction: reactants, conditions, products, and yield. Dataset: the Open Reaction Database (ORD), a public repository of structured organic reaction records The reactants are O (water), C1(=CC=CC=C1)NC1=CC=CC=C1 (diphenylamine), BrC1=CC=C(CBr)C=C1 (4-bromobenzyl bromide), [H-].[Na+] (sodium hydride). Solvent: CN(C=O)C (dimethylformamide). Reaction conditions: time 4 hour. The product is BrC1=CC=C(CN(C2=CC=CC=C2)C2=CC=CC=C2)C=C1 (N-(4-bromobenzyl)diphenylamine). Yield: 70.7%. As a reaction SMILES: [C:1]1([NH:7][C:8]2[CH:13]=[CH:12][CH:11]=[CH:10][CH:9]=2)[CH:6]=[CH:5][CH:4]=[CH:3][CH:2]=1.[Br:14][C:15]1[CH:22]=[CH:21][C:18]([CH2:19]Br)=[CH:17][CH:16]=1.[H-].[Na+].O>CN(C)C=O>[Br:14][C:15]1[CH:22]=[CH:21][C:18]([CH2:19][N:7]([C:1]2[CH:2]=[CH:3][CH:4]=[CH:5][CH:6]=2)[C:8]2[CH:9]=[CH:10][CH:11]=[CH:12][CH:13]=2)=[CH:17][CH:16]=1 |f:2.3|. Reported procedure: In an argon atmosphere, diphenylamine (338 mg, 2.00 mmol) and 4-bromobenzyl bromide (500 mg, 2.00 mmol) were dissolved in dimethylformamide (8 mL), and to the solution was added sodium hydride (88 mg, 2.2 mmol) under ice -cooling, followed by stirring at room temperature for 4 hours. To the reaction solution was added water, and the mixture was extracted with ethyl acetate. The organic layer was washed with water and brine, and then dried over anhydrous sodium sulfate. The solvent was evaporated... The reactants are C(O)([O-])=O.[K+] (Potassium hydrogen carbonate), BrCC#N (bromoacetonitrile), COC=1C=CC2=C(NC(CO2)C2=CC=CC=C2)C1 (6-Methoxy-3-phenyl-3,4-dihydro-2H-1,4-benzoxazine). The reagents and catalysts are [Br-].C(CCC)[N+](CCCC)(CCCC)CCCC (tetrabutylammonium bromide). The solvent is O (water). Reaction conditions: temperature 90 celsius, time 8 hour. The product is COC=1C=CC2=C(N(C(CO2)C2=CC=CC=C2)CC#N)C1 (2-(6-Methoxy-3-phenyl-2,3-dihydro-4H-1,4-benzoxazin-4-yl)acetonitrile). RXN SMILES: [CH3:1][O:2][C:3]1[CH:4]=[CH:5][C:6]2[O:11][CH2:10][CH:9]([C:12]3[CH:17]=[CH:16][CH:15]=[CH:14][CH:13]=3)[NH:8][C:7]=2[CH:18]=1.C(=O)([O-])O.[K+].Br[CH2:25][C:26]#[N:27]>O.[Br-].C([N+](CCCC)(CCCC)CCCC)CCC>[CH3:1][O:2][C:3]1[CH:4]=[CH:5][C:6]2[O:11][CH2:10][CH:9]([C:12]3[CH:17]=[CH:16][CH:15]=[CH:14][CH:13]=3)[N:8]([CH2:25][C:26]#[N:27])[C:7]=2[CH:18]=1 |f:1.2,5.6|. Procedure: The compound obtained in Step B (480 mg; 1.99 mmol) is suspended in 8 ml of water (4 ml/l mmol). Potassium hydrogen carbonate (10 eq.; 19.89 mmol; 1.657 g), tetrabutylammonium bromide (1 eq.; 1.99 mmol; 641 mg) and bromoacetonitrile (8 eq.; 15.91 mmol; 1.11 ml) are then added. The mixture is stirred vigorously at 90° C. for 8 hours. After returning to ambient temperature, the product formed is extracted with dichloromethane. The organic phase is dried over MgSO4, filtered, and then concentrated ... Starting materials: CO, CCOC(=O)CCC1CC(N(CC2CC(n3ccc4c(NCc5ccc(OC)cc5OC)ncnc43)C3OC(C)(C)OC23)C2CCC2)C1, Cl, [Li+], C1CCOC1, [OH-], O. Product: COc1ccc(CNc2ncnc3c2ccn3C2CC(CN(C3CCC3)C3CC(CCC(=O)O)C3)C3OC(C)(C)OC32)c(OC)c1. Reaction SMILES: [CH3:57][OH:58].[CH:4]1([N:8]([CH:9]2[CH2:10][CH:11]([CH2:13][CH2:14][C:15](=[O:16])[O:17][CH2:18][CH3:19])[CH2:12]2)[CH2:20][CH:21]2[CH2:22][CH:23]([n:31]3[cH:32][cH:33][c:34]4[c:35]3[n:36][cH:37][n:38][c:39]4[NH:40][CH2:41][c:42]3[c:43]([O:50][CH3:51])[cH:44][c:45]([O:48][CH3:49])[cH:46][cH:47]3)[CH:24]3[O:25][C:26]([CH3:29])([CH3:30])[O:27][CH:28]23)[CH2:5][CH2:6][CH2:7]1.[ClH:59].[Li+:3].[O:52]1[CH2:53][CH2:54][CH2:55][CH2:56]1.[OH-:2].[OH2:1]>>[CH:4]1([N:8]([CH:9]2[CH2:10][CH:11]([CH2:13][CH2:14][C:15](=[O:16])[OH:17])[CH2:12]2)[CH2:20][CH:21]2[CH2:22][CH:23]([n:31]3[cH:32][cH:33][c:34]4[c:35]3[n:36][cH:37][n:38][c:39]4[NH:40][CH2:41][c:42]3[c:43]([O:50][CH3:51])[cH:44][c:45]([O:48][CH3:49])[cH:46][cH:47]3)[CH:24]3[O:25][C:26]([CH3:29])([CH3:30])[O:27][CH:28]23)[CH2:5][CH2:6][CH2:7]1. The yield is 56.1%. Solvent: C(C)(=O)O (acetic acid). Procedure: 2-(4'-Aminophenyl)-6-methoxybenzothiazole (0.22 g, 0.84 mmol) was treated with iodine monochloride (0.21 g, 1.3 mmol) in acetic acid according to the above-described general procedure for iodination. Crude product was purified by flash chromatography on silica gel, using ethyl acetate-hexane (1:3) as eluent, to give brown small crystals (0.18 g, 54.9%), m.p. 179.2-181.1° C. Reaction SMILES: [NH2:1][C:2]1[CH:7]=[CH:6][C:5]([C:8]2[S:9][C:10]3[CH:16]=[C:15]([O:17][CH3:18])[CH:14]=[CH:13][C:11]=3[N:12]=2)=[CH:4][CH:3]=1.[I:19]Cl>C(O)(=O)C>[NH2:1][C:2]1[CH:3]=[CH:4][C:5]([C:8]2[S:9][C:10]3[CH:16]=[C:15]([O:17][CH3:18])[CH:14]=[CH:13][C:11]=3[N:12]=2)=[CH:6][C:7]=1[I:19]. The reactants are NC1=CC=C(C=C1)C=1SC2=C(N1)C=CC(=C2)OC (2-(4'-Aminophenyl)-6-methoxybenzothiazole), ICl (iodine monochloride). Yields the product NC1=C(C=C(C=C1)C=1SC2=C(N1)C=CC(=C2)OC)I (2-(4'-amino-3'-iodophenyl)-6-methoxybenzothiazole).